Dataset: the Open Reaction Database (ORD), a public repository of structured organic reaction records. Task: describe an organic reaction: reactants, conditions, products, and yield The solvent is ClC(C)Cl (dichloroethane), Cl (HCl), Cl (HCl). Reaction conditions: temperature 40 celsius, time 8 hour. Starting materials: C1(=CC=CC=C1)N1C2=CC=CC=C2C=2C=CC=CC12 (N-phenylcarbazole), P(=O)(Cl)(Cl)Cl (phosphorus oxychloride), CN(C)C=O (DMF). Yields the product C1(=CC=CC=C1)N1C2=CC=CC=C2C=2C=C(C=CC12)C=O (9-Phenyl-3-carbazolecarboxaldehyde). Procedure details: To 0.49 g of N-phenylcarbazole in 2 mL of dichloroethane is added 0.19 mL of phosphorus oxychloride and 0.5 mL of DMF. The resulting mixture is stirred at 40° C. overnight. After stirring, 1 mL of 1 M HCl is added. After 5 additional minutes, the mixture is diluted with 1 M HCl and extracted with ethyl acetate. The crude product is purified by column chromatography on silica gel to give 60 mg of Compound 7. As a reaction SMILES: [C:1]1([N:7]2[C:19]3[CH:18]=[CH:17][CH:16]=[CH:15][C:14]=3[C:13]3[C:8]2=[CH:9][CH:10]=[CH:11][CH:12]=3)[CH:6]=[CH:5][CH:4]=[CH:3][CH:2]=1.P(Cl)(Cl)(Cl)=O.CN([CH:28]=[O:29])C>ClC(Cl)C.Cl>[C:1]1([N:7]2[C:8]3[CH:9]=[CH:10][C:11]([CH:28]=[O:29])=[CH:12][C:13]=3[C:14]3[C:19]2=[CH:18][CH:17]=[CH:16][CH:15]=3)[CH:2]=[CH:3][CH:4]=[CH:5][CH:6]=1. Starting materials: O.NN (hydrazine hydrate), C(=O)(OCC1C2=CC=CC=C2C2=CC=CC=C12)Cl (FmocCl). Run in CC#N.O (CH3CN H2O), CC#N (CH3CN). Conditions: time 12 hour. Yields the product C(NN)(=O)OCC1C2=CC=CC=C2C=2C=CC=CC12 (9-H-Fluoren-9-ylmethyl carbazate). RXN SMILES: O.[NH2:2][NH2:3].[C:4](Cl)([O:6][CH2:7][CH:8]1[C:20]2[C:15](=[CH:16][CH:17]=[CH:18][CH:19]=2)[C:14]2[C:9]1=[CH:10][CH:11]=[CH:12][CH:13]=2)=[O:5]>CC#N.O.CC#N>[C:4]([O:6][CH2:7][CH:8]1[C:20]2[CH:19]=[CH:18][CH:17]=[CH:16][C:15]=2[C:14]2[C:9]1=[CH:10][CH:11]=[CH:12][CH:13]=2)(=[O:5])[NH:2][NH2:3] |f:0.1,3.4|. Reported procedure: To a well-stirred solution of hydrazine hydrate (19 g, 386 mmol) in 150 mL of CH3CN/H2O (1/1, v/v), a solution of FmocCl (10 g, 38.65 mmol) in 600 mL CH3CN was added dropwise at 0° C. over 2 h. The reaction mixture was then allowed to warm to room temperature and stirred for an additional 12 hours, concentrated in vacuo to 150 mL and filtered to yield the title compound as a white solid, which was washed with water and hexane and dried to a constant weight in vacuo (9.74 g, 99%): mp 172-173° C.;...